This data is from the Open Reaction Database (ORD), a public repository of structured organic reaction records. The task is: describe an organic reaction: reactants, conditions, products, and yield Product: CCOC(=O)CN(CC(=O)OCC)c1cc(C#N)cc2c1OCC2. As a reaction SMILES: [C-:30]#[N:31].[C-:33]#[N:34].[CH2:1]([CH3:2])[O:3][C:4]([CH2:5][N:6]([c:7]1[cH:8][c:9]([Br:16])[cH:10][c:11]2[c:15]1[O:14][CH2:13][CH2:12]2)[CH2:17][C:18](=[O:19])[O:20][CH2:21][CH3:22])=[O:23].[CH3:25][N:26]([CH3:27])[CH:28]=[O:29].[NH3:24].[Zn+2:32].[cH:35]1[cH:36][cH:37][c:38]([P:39]([Pd:40]([P:41]([c:42]2[cH:43][cH:44][cH:45][cH:46][cH:47]2)([c:48]2[cH:49][cH:50][cH:51][cH:52][cH:53]2)[c:54]2[cH:55][cH:56][cH:57][cH:58][cH:59]2)([P:60]([c:61]2[cH:62][cH:63][cH:64][cH:65][cH:66]2)([c:67]2[cH:68][cH:69][cH:70][cH:71][cH:72]2)[c:73]2[cH:74][cH:75][cH:76][cH:77][cH:78]2)[P:79]([c:80]2[cH:81][cH:82][cH:83][cH:84][cH:85]2)([c:86]2[cH:87][cH:88][cH:89][cH:90][cH:91]2)[c:92]2[cH:93][cH:94][cH:95][cH:96][cH:97]2)([c:98]2[cH:99][cH:100][cH:101][cH:102][cH:103]2)[c:104]2[cH:105][cH:106][cH:107][cH:108][cH:109]2)[cH:110][cH:111]1>>[CH2:1]([CH3:2])[O:3][C:4]([CH2:5][N:6]([c:7]1[cH:8][c:9]([C:25]#[N:26])[cH:10][c:11]2[c:15]1[O:14][CH2:13][CH2:12]2)[CH2:17][C:18](=[O:19])[O:20][CH2:21][CH3:22])=[O:23]. Reactants: [C-]#N, [C-]#N, CCOC(=O)CN(CC(=O)OCC)c1cc(Br)cc2c1OCC2, CN(C)C=O, N, [Zn+2], c1ccc(P(c2ccccc2)(c2ccccc2)[Pd](P(c2ccccc2)(c2ccccc2)c2ccccc2)(P(c2ccccc2)(c2ccccc2)c2ccccc2)P(c2ccccc2)(c2ccccc2)c2ccccc2)cc1. Starting materials: [Al+3], CC(S)S, [Cl-], [Cl-], [Cl-], ClCCl, COc1cccc2c3c(sc12)Nc1cc(F)ccc1N=C3N1CCN(C)CC1. Product: CN1CCN(C2=Nc3ccc(F)cc3Nc3sc4c(O)cccc4c32)CC1. Reaction SMILES: [Al+3:34].[CH:29]([SH:30])([SH:31])[CH3:32].[Cl-:33].[Cl-:35].[Cl-:36].[Cl:37][CH2:38][Cl:39].[F:1][c:2]1[cH:3][c:4]2[c:5]([cH:27][cH:28]1)[N:6]=[C:7]([N:20]1[CH2:21][CH2:22][N:23]([CH3:26])[CH2:24][CH2:25]1)[c:8]1[c:9]([s:11][c:12]3[c:13]1[cH:14][cH:15][cH:16][c:17]3[O:18][CH3:19])[NH:10]2>>[F:1][c:2]1[cH:3][c:4]2[c:5]([cH:27][cH:28]1)[N:6]=[C:7]([N:20]1[CH2:21][CH2:22][N:23]([CH3:26])[CH2:24][CH2:25]1)[c:8]1[c:9]([s:11][c:12]3[c:13]1[cH:14][cH:15][cH:16][c:17]3[OH:18])[NH:10]2. Starting materials: ClC1=CC=C(N)C=C1 (4-Chloroaniline), COC(=O)CCC1=CC=C(C=C1)S(=O)(=O)Cl (Methyl 3-(4-chlorosulphonyl)phenylpropionate). Run in N1=CC=CC=C1 (pyridine). Reaction conditions: temperature 0 celsius, time 8 hour. Yields the product desired product, ClC1=CC=C(NS(=O)(=O)C2=CC=C(C=C2)CCC(=O)OC)C=C1 (methyl 3-{4-[(4-chloroanilino)sulfonyl]phenyl}propanoate). The yield is 82.4%. Reaction SMILES: [Cl:1][C:2]1[CH:8]=[CH:7][C:5]([NH2:6])=[CH:4][CH:3]=1.[CH3:9][O:10][C:11]([CH2:13][CH2:14][C:15]1[CH:20]=[CH:19][C:18]([S:21](Cl)(=[O:23])=[O:22])=[CH:17][CH:16]=1)=[O:12]>N1C=CC=CC=1>[Cl:1][C:2]1[CH:8]=[CH:7][C:5]([NH:6][S:21]([C:18]2[CH:17]=[CH:16][C:15]([CH2:14][CH2:13][C:11]([O:10][CH3:9])=[O:12])=[CH:20][CH:19]=2)(=[O:23])=[O:22])=[CH:4][CH:3]=1. Procedure details: 4-Chloroaniline (957 mg, 7.5 mmol) was dissolved in pyridine (25 mL). The resulting mixture was cooled down to 0° C. Methyl 3-(4-chlorosulphonyl)phenylpropionate (1.314 g, 5.0 mmol) was added in portions. The mixture was stirred between 0° C. and room temperature overnight. Solvents were evaporated to dryness. The crude oil was dissolved in ethyl acetate (30 mL) and washed with 10% HCl (2×15 mL) and brine (1×15 mL). Organic phase was dried over magnesium sulfate before filtering and removal of s... The reactants are NCP(O)(=O)O (aminomethanephosphonic acid), FC(C=1C=C(C(=CC1Cl)Cl)[N+](=O)[O-])(F)F (3-trifluoromethyl-4,6-dichloronitrobenzene). Solvent: O (water), C(C)O (ethanol). Reaction conditions: temperature 120 celsius. The product is [N+](=O)([O-])C1=C(C=C(C(=C1)C(F)(F)F)Cl)NCP(O)(=O)O (N-(2-nitro-4-trifluoromethyl-5-chloro-phenyl)-aminomethanephosphonic acid). The yield is 68.2%. As a reaction SMILES: [NH2:1][CH2:2][P:3]([OH:6])(=[O:5])[OH:4].[F:7][C:8]([F:21])([F:20])[C:9]1[CH:10]=[C:11]([N+:17]([O-:19])=[O:18])[C:12](Cl)=[CH:13][C:14]=1[Cl:15]>O.C(O)C>[N+:17]([C:11]1[CH:10]=[C:9]([C:8]([F:7])([F:20])[F:21])[C:14]([Cl:15])=[CH:13][C:12]=1[NH:1][CH2:2][P:3]([OH:6])(=[O:4])[OH:5])([O-:19])=[O:18]. Reported procedure: 3.3 g (30 mmol) of aminomethanephosphonic acid in 120 ml of water and 120 ml of ethanol are introduced together with 3.37 g (31.8 mmol) of soda and mixed with 7.8 g (97%, 30 mmol) of 3-trifluoromethyl-4,6-dichloronitrobenzene, and it is refluxed for 4 hours at 120° C. bath temperature. After removing the ethanol in a rotary evaporator, it is extracted three times with 100 ml of ethyl acetate. The organic phase is washed with a little water. It contains starting material and is discarded. The col...